This data is from the Open Reaction Database (ORD), a public repository of structured organic reaction records. The task is: describe an organic reaction: reactants, conditions, products, and yield The reactants are ClCCl, CC(=O)O, COc1ccc(-c2ccsc2-c2ccc(OC)cc2)cc1, O=C1CCC(=O)N1Cl. Product: COc1ccc(-c2cc(Cl)sc2-c2ccc(OC)cc2)cc1. RXN SMILES: [CH2:30]([Cl:31])[Cl:32].[CH3:33][C:34](=[O:35])[OH:36].[CH3:9][O:10][c:11]1[cH:12][cH:13][c:14](-[c:17]2[s:18][cH:19][cH:20][c:21]2-[c:22]2[cH:23][cH:24][c:25]([O:28][CH3:29])[cH:26][cH:27]2)[cH:15][cH:16]1.[Cl:1][N:2]1[C:3](=[O:4])[CH2:5][CH2:6][C:7]1=[O:8]>>[Cl:1][c:19]1[s:18][c:17](-[c:14]2[cH:13][cH:12][c:11]([O:10][CH3:9])[cH:16][cH:15]2)[c:21](-[c:22]2[cH:23][cH:24][c:25]([O:28][CH3:29])[cH:26][cH:27]2)[cH:20]1.